Dataset: the Open Reaction Database (ORD), a public repository of structured organic reaction records. Task: describe an organic reaction: reactants, conditions, products, and yield RXN SMILES: [C:1]([O:5][C:6](=[O:15])[NH:7][C:8]1[S:9][CH:10]=[C:11]([CH2:13][CH3:14])[N:12]=1)([CH3:4])([CH3:3])[CH3:2].[Li]CCCC.CCCCCC.[CH3:27][S:28]SC>C1COCC1>[C:1]([O:5][C:6](=[O:15])[NH:7][C:8]1[S:9][C:10]([S:28][CH3:27])=[C:11]([CH2:13][CH3:14])[N:12]=1)([CH3:4])([CH3:3])[CH3:2]. Reactants: C(C)(C)(C)OC(NC=1SC=C(N1)CC)=O ((4-ethyl-thiazol-2-yl)-carbamic acid tert-butyl ester), CSSC (methyldisulfanylmethane), [Li]CCCC (nBuLi), CCCCCC (hexane). Reported procedure: The above prepared (4-ethyl-thiazol-2-yl)-carbamic acid tert-butyl ester (1.12 g, 4.90 mmol) was dissolved in 12 mL of abs. THF and treated at −78° C. with a solution of nBuLi in hexane (6.53 mL, 1.5M, 2 eq.). The reaction mixture was kept for 15 Min. at −78° C. and then allowed to reach RT. After recooling to −78° C., methyldisulfanylmethane (0.870 mL, 2 eq.) was added and the mixture kept for 30 Min. at this temperature and then slowly warmed to RT. Pouring onto crashed ice/NH4Cl, twofold extr... The solvent is C1CCOC1 (THF). Yields the product C(C)(C)(C)OC(NC=1SC(=C(N1)CC)SC)=O ((4-Ethyl-5-methylsulfanyl-thiazol-2-yl)-carbamic acid tert-butyl ester).